describe an organic reaction: reactants, conditions, products, and yield From a dataset of the Open Reaction Database (ORD), a public repository of structured organic reaction records. Reactants: C(C)OC(COC=1C=2CC3=C(N=C(S3)S)C2C(=C(C1)C)C)=O (ethyl[(2-mercapto-4,5-dimethyl-8H-indeno[1,2-d]thiazol-7-yl)oxy]acetate), C1(=CC=CC=C1)C(CCI)C1=CC=CC=C1 (3,3-diphenylpropyl iodide). The product is C1(=CC=CC=C1)C(CCSC=1SC2=C(N1)C=1C(=C(C=C(C1C2)OCC(=O)O)C)C)C2=CC=CC=C2 ([[2-(3,3-Diphenylpropyl)thio-4,5-dimethyl-8H-indeno[1,2-d]thiazol-7-yl]oxy]acetic Acid). The yield is 53.0%. As a reaction SMILES: C([O:3][C:4](=[O:22])[CH2:5][O:6][C:7]1[C:8]2[CH2:9][C:10]3[S:14][C:13]([SH:15])=[N:12][C:11]=3[C:16]=2[C:17]([CH3:21])=[C:18]([CH3:20])[CH:19]=1)C.[C:23]1([CH:29]([C:33]2[CH:38]=[CH:37][CH:36]=[CH:35][CH:34]=2)[CH2:30][CH2:31]I)[CH:28]=[CH:27][CH:26]=[CH:25][CH:24]=1>>[C:23]1([CH:29]([C:33]2[CH:34]=[CH:35][CH:36]=[CH:37][CH:38]=2)[CH2:30][CH2:31][S:15][C:13]2[S:14][C:10]3[CH2:9][C:8]4[C:7]([O:6][CH2:5][C:4]([OH:3])=[O:22])=[CH:19][C:18]([CH3:20])=[C:17]([CH3:21])[C:16]=4[C:11]=3[N:12]=2)[CH:28]=[CH:27][CH:26]=[CH:25][CH:24]=1. Procedure: Using ethyl[(2-mercapto-4,5-dimethyl-8H-indeno[1,2-d]thiazol-7-yl)oxy]acetate and 3,3-diphenylpropyl iodide, the procedure of Example 21 was otherwise repeated to synthesize the title compound. Yield 53%. Reactants: ClC1=C(C=CC=C1)SC=1NC=CN1 (2-[(2-Chlorophenyl)thio]-1H-imidazole), CC(C)([O-])C.[K+] (potassium t-butoxide), BrCCCCCCCC (1-bromooctane). The solvent is CN(C=O)C (N,N-dimethylformamide). Product: Cl.ClC1=C(C=CC=C1)SC=1N(C=CN1)CCCCCCCC ((2-Chlorophenyl)thio-1-octyl-1H-imidazole hydrochloride). Yield: 98.0%. As a reaction SMILES: [Cl:1][C:2]1[CH:7]=[CH:6][CH:5]=[CH:4][C:3]=1[S:8][C:9]1[NH:10][CH:11]=[CH:12][N:13]=1.CC(C)([O-])C.[K+].Br[CH2:21][CH2:22][CH2:23][CH2:24][CH2:25][CH2:26][CH2:27][CH3:28]>CN(C)C=O>[ClH:1].[Cl:1][C:2]1[CH:7]=[CH:6][CH:5]=[CH:4][C:3]=1[S:8][C:9]1[N:13]([CH2:21][CH2:22][CH2:23][CH2:24][CH2:25][CH2:26][CH2:27][CH3:28])[CH:12]=[CH:11][N:10]=1 |f:1.2,5.6|. Reported procedure: To a solution of 0.3 g (1.42 mmoles) of the product from Example 33 in 2 ml of dry N,N-dimethylformamide was added 0.18 g (1.56 mmoles) of potassium t-butoxide with stirring and under nitrogen. After stirring for 20 minutes the reaction was cooled in an icebath and 0.33 g (1.70 mmoles) of 1-bromooctane was added. The mixture was stirred for 15 minutes and then warmed to room temperature and stirred for 18 hours. The mixture was partitioned between ether and water. The organics were combined, was... Starting materials: CC(C)(C)OC(=O)Nc1ccc(-c2nnc3c(C(=O)OC(C)(C)C)cc(Cl)nn23)cc1, CC(=O)[O-], CCO, CO, [Na+]. The product is CC(C)(C)OC(=O)Nc1ccc(-c2nnc3c(C(=O)OC(C)(C)C)ccnn23)cc1. As a reaction SMILES: [C:1]([CH3:2])([CH3:3])([CH3:4])[O:5][C:6](=[O:7])[NH:8][c:9]1[cH:10][cH:11][c:12](-[c:15]2[n:16][n:17][c:18]3[n:19]2[n:20][c:21]([Cl:31])[cH:22][c:23]3[C:24](=[O:25])[O:26][C:27]([CH3:28])([CH3:29])[CH3:30])[cH:13][cH:14]1.[C:35]([O-:36])(=[O:37])[CH3:38].[CH3:32][CH2:33][OH:34].[CH3:40][OH:41].[Na+:39]>>[C:1]([CH3:2])([CH3:3])([CH3:4])[O:5][C:6](=[O:7])[NH:8][c:9]1[cH:10][cH:11][c:12](-[c:15]2[n:16][n:17][c:18]3[n:19]2[n:20][cH:21][cH:22][c:23]3[C:24](=[O:25])[O:26][C:27]([CH3:28])([CH3:29])[CH3:30])[cH:13][cH:14]1. The product is FC1=C(C=CC(=C1)F)C1=C(C2=CC=C(C=C2C=C1)OC)C=O (2-(2,4-Difluoro-phenyl)-6-methoxy-naphthalene-1-carbaldehyde). Run in C(C)#N (acetonitrile). Starting materials: C(=O)C1=C(C=CC2=CC(=CC=C12)OC)OS(=O)(=O)C(F)(F)F (trifluoromethanesulfonic acid 1-formyl-6-methoxy-naphthalen-2-yl ester), C (DARCO), [F-].[Cs+] (cesium fluoride), FC1=C(C=CC(=C1)F)B(O)O (2,4-difluorophenylboronic acid). Isolated yield 61.8%. Reaction SMILES: [CH:1]([C:3]1[C:12]2[C:7](=[CH:8][C:9]([O:13][CH3:14])=[CH:10][CH:11]=2)[CH:6]=[CH:5][C:4]=1OS(C(F)(F)F)(=O)=O)=[O:2].[F-].[Cs+].[F:25][C:26]1[CH:31]=[C:30]([F:32])[CH:29]=[CH:28][C:27]=1B(O)O.C>C(#N)C.Cl[Pd](Cl)([P](C1C=CC=CC=1)(C1C=CC=CC=1)C1C=CC=CC=1)[P](C1C=CC=CC=1)(C1C=CC=CC=1)C1C=CC=CC=1>[F:25][C:26]1[CH:31]=[C:30]([F:32])[CH:29]=[CH:28][C:27]=1[C:4]1[CH:5]=[CH:6][C:7]2[C:12](=[CH:11][CH:10]=[C:9]([O:13][CH3:14])[CH:8]=2)[C:3]=1[CH:1]=[O:2] |f:1.2,^1:42,61|. Procedure details: Combine trifluoromethanesulfonic acid 1-formyl-6-methoxy-naphthalen-2-yl ester (2.53 g, 7.6 mmol) with dichlorobis(triphenylphosphine)palladium (II) (0.53 g, 0.8 mmol), cesium fluoride (5.75 g, 37.8 mmol), and 2,4-difluorophenylboronic acid (2.39 g, 15.1 mmol) in acetonitrile (25 mL). Heat to reflux for 1 hour. Cool to room temperature, add DARCO, and filter. Concentrate in vacuo, dilute with dichloromethane and wash with saturated aqueous sodium carbonate. Dry the organic layer over magnesium s... The reagents and catalysts are Cl[Pd]([P](C1=CC=CC=C1)(C2=CC=CC=C2)C3=CC=CC=C3)([P](C4=CC=CC=C4)(C5=CC=CC=C5)C6=CC=CC=C6)Cl (trans-dichlorobis(triphenylphosphine)palladium). Starting materials: CS(C)=O, Clc1cnccn1, [H-], [Na+], CC(C)(C)OC(=O)N1CCC(O)CC1. Yields the product CC(C)(C)OC(=O)N1CCC(Oc2cnccn2)CC1. As a reaction SMILES: [CH3:24][S:25](=[O:26])[CH3:27].[Cl:17][c:18]1[n:19][cH:20][cH:21][n:22][cH:23]1.[H-:1].[Na+:2].[OH:3][CH:4]1[CH2:5][CH2:6][N:7]([C:10](=[O:11])[O:12][C:13]([CH3:14])([CH3:15])[CH3:16])[CH2:8][CH2:9]1>>[O:3]([CH:4]1[CH2:5][CH2:6][N:7]([C:10](=[O:11])[O:12][C:13]([CH3:14])([CH3:15])[CH3:16])[CH2:8][CH2:9]1)[c:18]1[n:19][cH:20][cH:21][n:22][cH:23]1. Reactants: Cc1cccc(C)c1NCCCc1cccnc1, O=C(Cl)CCl, ClCCl. The product is Cc1cccc(C)c1N(CCCc1cccnc1)C(=O)CCl. RXN SMILES: [CH3:1][c:2]1[c:3]([NH:9][CH2:10][CH2:11][CH2:12][c:13]2[cH:14][n:15][cH:16][cH:17][cH:18]2)[c:4]([CH3:8])[cH:5][cH:6][cH:7]1.[Cl:19][CH2:20][C:21](=[O:22])[Cl:23].[Cl:24][CH2:25][Cl:26]>>[CH3:1][c:2]1[c:3]([N:9]([CH2:10][CH2:11][CH2:12][c:13]2[cH:14][n:15][cH:16][cH:17][cH:18]2)[C:21]([CH2:20][Cl:19])=[O:22])[c:4]([CH3:8])[cH:5][cH:6][cH:7]1. Reaction SMILES: [CH2:1]([O:2][C:6](=[O:7])[CH:8]1[CH2:9][N:10]([c:14]2[cH:15][c:16]3[c:17]([n:18]([CH3:22])[c:19](=[O:21])[s:20]3)[cH:23][cH:24]2)[C:11](=[O:13])[O:12]1)[CH2:3][CH2:4][CH3:5].[Cl:36][CH2:37][Cl:38].[ClH:25].[F:26][CH2:27][CH2:28][NH2:29].[cH:30]1[cH:31][cH:32][n:33][cH:34][cH:35]1>>[C:6](=[O:7])([CH:8]1[CH2:9][N:10]([c:14]2[cH:15][c:16]3[c:17]([n:18]([CH3:22])[c:19](=[O:21])[s:20]3)[cH:23][cH:24]2)[C:11](=[O:13])[O:12]1)[NH:29][CH2:28][CH2:27][F:26]. The product is Cn1c(=O)sc2cc(N3CC(C(=O)NCCF)OC3=O)ccc21. Reactants: CCCCOC(=O)C1CN(c2ccc3c(c2)sc(=O)n3C)C(=O)O1, ClCCl, Cl, NCCF, c1ccncc1. Starting materials: C[Al](C)C, CS(=O)(=O)c1ccc(N)cc1, Cc1ccccc1, ClC(Cl)Cl, N#Cc1ccc(F)cc1. Yields the product CS(=O)(=O)c1ccc(NC(=N)c2ccc(F)cc2)cc1. RXN SMILES: [CH3:12][Al:13]([CH3:14])[CH3:15].[CH3:1][S:2](=[O:3])(=[O:4])[c:5]1[cH:6][cH:7][c:8]([NH2:9])[cH:10][cH:11]1.[CH3:25][c:26]1[cH:27][cH:28][cH:29][cH:30][cH:31]1.[CH:32]([Cl:33])([Cl:34])[Cl:35].[F:16][c:17]1[cH:18][cH:19][c:20]([C:21]#[N:22])[cH:23][cH:24]1>>[CH3:1][S:2](=[O:3])(=[O:4])[c:5]1[cH:6][cH:7][c:8]([NH:9][C:21]([c:20]2[cH:19][cH:18][c:17]([F:16])[cH:24][cH:23]2)=[NH:22])[cH:10][cH:11]1. Reactants: COc1ccc(OC)c(C(=O)CBr)c1, C1CCOC1, COC(=O)CC(C)=O, C[O-], [Na+]. The product is COC(=O)C(CC(=O)c1cc(OC)ccc1OC)C(C)=O. RXN SMILES: [Br:12][CH2:13][C:14](=[O:15])[c:16]1[c:17]([O:24][CH3:25])[cH:18][cH:19][c:20]([O:22][CH3:23])[cH:21]1.[CH2:26]1[O:27][CH2:28][CH2:29][CH2:30]1.[CH3:1][O:2][C:3]([CH2:4][C:5]([CH3:6])=[O:7])=[O:8].[CH3:9][O-:10].[Na+:11]>>[CH3:1][O:2][C:3]([CH:4]([C:5]([CH3:6])=[O:7])[CH2:13][C:14](=[O:15])[c:16]1[c:17]([O:24][CH3:25])[cH:18][cH:19][c:20]([O:22][CH3:23])[cH:21]1)=[O:8]. The product is N1CC2(CCCC1)C(NC1=CC=CC=C12)=O (Spiro[indoline-3,3′-perhydroazepin]-2-one). Reactants: Cl.N1CC2(CCCC1)C(NC1=CC=CC=C12)=O (Spiro[indoline-3,3′-perhydroazepin]-2-one hydrochloride). Reaction SMILES: Cl.[NH:2]1[CH2:8][CH2:7][CH2:6][CH2:5][C:4]2([C:16]3[C:11](=[CH:12][CH:13]=[CH:14][CH:15]=3)[NH:10][C:9]2=[O:17])[CH2:3]1>C(O)(=O)C.[Pd]>[NH:2]1[CH2:8][CH2:7][CH2:6][CH2:5][C:4]2([C:16]3[C:11](=[CH:12][CH:13]=[CH:14][CH:15]=3)[NH:10][C:9]2=[O:17])[CH2:3]1 |f:0.1|. Procedure details: Spiro[indoline-3,3′-perhydroazepin]-2-one hydrochloride. The compound from the previous step was hydrogenated in acetic acid over 10% Pd/C at 40 psi H, for 48 h. Evaporation and extractive work-up gave the title compound as a yellow solid (1.51 g). MS (TSP+) m/z: 217 (M+H+, 100) which was converted to the title compound. Solvent: C(C)(=O)O (acetic acid). The reagents and catalysts are [Pd] (Pd/C).